From a dataset of the Open Reaction Database (ORD), a public repository of structured organic reaction records. describe an organic reaction: reactants, conditions, products, and yield Starting materials: CC1=C(C#N)C(c2ccc(F)c(C#N)c2)C(C#N)=C(C)N1, O=C([O-])[O-], CCCl, [Cs+], [Cs+], [H-], [Na+], CN(C)C=O. The product is CCN1C(C)=C(C#N)C(c2ccc(F)c(C#N)c2)C(C#N)=C1C. As a reaction SMILES: [C:1](#[N:2])[c:3]1[cH:4][c:5]([CH:10]2[C:11]([C:20]#[N:21])=[C:12]([CH3:19])[NH:13][C:14]([CH3:18])=[C:15]2[C:16]#[N:17])[cH:6][cH:7][c:8]1[F:9].[C:24](=[O:25])([O-:26])[O-:27].[CH2:30]([CH3:31])[Cl:32].[Cs+:28].[Cs+:29].[H-:23].[Na+:22].[O:33]=[CH:34][N:35]([CH3:36])[CH3:37]>>[C:1](#[N:2])[c:3]1[cH:4][c:5]([CH:10]2[C:11]([C:20]#[N:21])=[C:12]([CH3:19])[N:13]([CH2:30][CH3:31])[C:14]([CH3:18])=[C:15]2[C:16]#[N:17])[cH:6][cH:7][c:8]1[F:9]. Reactants: O=C([O-])O, CC(C)(C)[Si](C)(C)Oc1cc(CC2CN(Cc3ccccc3)CCN2)ccc1Cl, CCN=C=NCCCN(C)C, COc1cc(C(=O)O)cc(C(F)(F)F)c1, ClCCl, Cl, [Na+], O, On1nnc2ccccc21. Yields the product COc1cc(C(=O)N2CCN(Cc3ccccc3)CC2Cc2ccc(Cl)c(O[Si](C)(C)C(C)(C)C)c2)cc(C(F)(F)F)c1. Reaction SMILES: [C:67](=[O:68])([O-:69])[OH:70].[CH2:13]([c:14]1[cH:15][cH:16][cH:17][cH:18][cH:19]1)[N:20]1[CH2:21][CH:22]([CH2:26][c:27]2[cH:28][c:29]([O:34][Si:35]([CH3:36])([CH3:37])[C:38]([CH3:39])([CH3:40])[CH3:41])[c:30]([Cl:33])[cH:31][cH:32]2)[NH:23][CH2:24][CH2:25]1.[CH3:2][N:3]([CH3:4])[CH2:5][CH2:6][CH2:7][N:8]=[C:9]=[N:10][CH2:11][CH3:12].[CH3:42][O:43][c:44]1[cH:45][c:46]([C:47](=[O:48])[OH:49])[cH:50][c:51]([C:53]([F:54])([F:55])[F:56])[cH:52]1.[Cl:72][CH2:73][Cl:74].[ClH:1].[Na+:71].[OH2:75].[OH:57][n:58]1[c:59]2[cH:60][cH:61][cH:62][cH:63][c:64]2[n:65][n:66]1>>[CH2:13]([c:14]1[cH:15][cH:16][cH:17][cH:18][cH:19]1)[N:20]1[CH2:21][CH:22]([CH2:26][c:27]2[cH:28][c:29]([O:34][Si:35]([CH3:36])([CH3:37])[C:38]([CH3:39])([CH3:40])[CH3:41])[c:30]([Cl:33])[cH:31][cH:32]2)[N:23]([C:47]([c:46]2[cH:45][c:44]([O:43][CH3:42])[cH:52][c:51]([C:53]([F:54])([F:55])[F:56])[cH:50]2)=[O:48])[CH2:24][CH2:25]1. The reactants are COc1cccc(C(=O)Cl)c1, CCOC(=O)c1cncc2c(COc3cc(N)ccc3C)csc12. Product: CCOC(=O)c1cncc2c(COc3cc(NC(=O)c4cccc(OC)c4)ccc3C)csc12. Reaction SMILES: [C:25]([c:26]1[cH:27][c:28]([O:32][CH3:33])[cH:29][cH:30][cH:31]1)(=[O:34])[Cl:35].[CH2:1]([CH3:2])[O:3][C:4](=[O:5])[c:6]1[c:7]2[c:8]([cH:9][n:10][cH:11]1)[c:12]([CH2:15][O:16][c:17]1[c:18]([CH3:24])[cH:19][cH:20][c:21]([NH2:23])[cH:22]1)[cH:13][s:14]2>>[CH2:1]([CH3:2])[O:3][C:4](=[O:5])[c:6]1[c:7]2[c:8]([cH:9][n:10][cH:11]1)[c:12]([CH2:15][O:16][c:17]1[c:18]([CH3:24])[cH:19][cH:20][c:21]([NH:23][C:25]([c:26]3[cH:27][c:28]([O:32][CH3:33])[cH:29][cH:30][cH:31]3)=[O:34])[cH:22]1)[cH:13][s:14]2. Starting materials: [BH4-].[Na+] (sodium borohydride), ClC1=C(C=CC(=C1)C)C(=O)C1CC1 ((2-Chloro-4-methylphenyl)(cyclopropyl)methanone), [Cl-].[NH4+] (ammonium chloride), C(C)OCC (diethyl ether), [BH4-].[Na+] (sodium borohydride). Run in C(C)O (ethanol), C(C)(=O)OCC (ethyl acetate). Run at temperature 40 celsius, time 2 hour. Product: ClC1=C(C=CC(=C1)C)C(O)C1CC1 ((2-Chloro-4-methylphenyl)(cyclopropyl)methanol). Yield: 126.9%. Reaction SMILES: [BH4-].[Na+].[Cl:3][C:4]1[CH:9]=[C:8]([CH3:10])[CH:7]=[CH:6][C:5]=1[C:11]([CH:13]1[CH2:15][CH2:14]1)=[O:12].[Cl-].[NH4+].C(OCC)C>C(O)C.C(OCC)(=O)C>[Cl:3][C:4]1[CH:9]=[C:8]([CH3:10])[CH:7]=[CH:6][C:5]=1[CH:11]([CH:13]1[CH2:15][CH2:14]1)[OH:12] |f:0.1,3.4|. Reported procedure: 51.3 mg (1.36 mmol) of sodium borohydride were added to 320 mg (1.23 mmol) of the compound from Example 125A in 5 ml of ethanol and 1 ml of ethyl acetate under argon, and the mixture was stirred at 40° C. for 2 h. Then a further 46.6 mg (1.23 mmol) of sodium borohydride were added, and the mixture was stirred at 40° C. overnight. The reaction mixture was added to saturated aqueous ammonium chloride solution and diethyl ether, the phases were separated, the aqueous phase was extracted twice with ...